From a dataset of the Open Reaction Database (ORD), a public repository of structured organic reaction records. describe an organic reaction: reactants, conditions, products, and yield Reactants: CN1CCN(C(=O)Cn2ccn3c(=O)c(OCc4ccccc4)c(-c4ncc(Cc5ccc(F)cc5)s4)nc23)CC1, COC(=O)c1nc2[nH]ccn2c(=O)c1OC(C)=O. Yields the product CN1CCN(C(=O)Cn2ccn3c(=O)c(O)c(-c4ncc(Cc5ccc(F)cc5)s4)nc23)CC1. Reaction SMILES: [CH2:19]([c:20]1[cH:21][cH:22][cH:23][cH:24][cH:25]1)[O:26][c:27]1[c:28](-[c:47]2[s:48][c:49]([CH2:52][c:53]3[cH:54][cH:55][c:56]([F:59])[cH:57][cH:58]3)[cH:50][n:51]2)[n:29][c:30]2[n:31]([c:32]1=[O:33])[cH:34][cH:35][n:36]2[CH2:37][C:38](=[O:39])[N:40]1[CH2:41][CH2:42][N:43]([CH3:46])[CH2:44][CH2:45]1.[CH3:1][O:2][C:3]([c:4]1[n:5][c:6]2[nH:7][cH:8][cH:9][n:10]2[c:11](=[O:12])[c:13]1[O:14][C:15](=[O:16])[CH3:17])=[O:18]>>[OH:26][c:27]1[c:28](-[c:47]2[s:48][c:49]([CH2:52][c:53]3[cH:54][cH:55][c:56]([F:59])[cH:57][cH:58]3)[cH:50][n:51]2)[n:29][c:30]2[n:31]([c:32]1=[O:33])[cH:34][cH:35][n:36]2[CH2:37][C:38](=[O:39])[N:40]1[CH2:41][CH2:42][N:43]([CH3:46])[CH2:44][CH2:45]1. Reactants: CC(C)(C)[Si](C)(C)Cl, Nc1cc(Cl)ccc1O, CN(C)C=O, c1c[nH]cn1. The product is CC(C)(C)[Si](C)(C)Oc1ccc(Cl)cc1N. Reaction SMILES: [C:10]([CH3:11])([CH3:12])([CH3:13])[Si:14]([CH3:15])([CH3:16])[Cl:17].[NH2:1][c:2]1[c:3]([OH:9])[cH:4][cH:5][c:6]([Cl:8])[cH:7]1.[O:23]=[CH:24][N:25]([CH3:26])[CH3:27].[nH:18]1[cH:19][cH:20][n:21][cH:22]1>>[NH2:1][c:2]1[c:3]([O:9][Si:14]([C:10]([CH3:11])([CH3:12])[CH3:13])([CH3:15])[CH3:16])[cH:4][cH:5][c:6]([Cl:8])[cH:7]1. Starting materials: CS(=O)(=O)C1=NC=CC(=N1)OCC1=CC=CC=C1 (2-methylsulfonyl-4-benzyloxy-pyrimidine), O (water), C(C)(C)(C)C1=NC(=CC(=N1)N1CCN(CC1)C[C@H](CO)C)C1CCC1 ((R)-3-[4-(2-tert-Butyl-6-cyclobutyl-pyrimidin-4-yl)-piperazin-1-yl]-2-methyl-propan-1-ol), C(CCC)[Li] (n-butyllithium), O (water). Solvent: O1CCCC1 (tetrahydrofurane), O1CCCC1 (tetrahydrofuran). Reaction conditions: time 16 hour. Yields the product C(C)(C)(C)C1=NC(=CC(=N1)N1CCN(CC1)C[C@H](COC1=NC=CC(=N1)OC(C1=CC=CC=C1)=O)C)C1CCC1 (2-{(R)-3-[4-(2-tert-Butyl-6-cyclobutylpyrimidin-4-yl)-piperazin-1-yl]-2-methylpropoxy}-4-benzoyloxypyrimidin). As a reaction SMILES: [C:1]([C:5]1[N:10]=[C:9]([N:11]2[CH2:16][CH2:15][N:14]([CH2:17][C@@H:18]([CH3:21])[CH2:19][OH:20])[CH2:13][CH2:12]2)[CH:8]=[C:7]([CH:22]2[CH2:25][CH2:24][CH2:23]2)[N:6]=1)([CH3:4])([CH3:3])[CH3:2].C([Li])CCC.CS([C:35]1[N:40]=[C:39]([O:41][CH2:42][C:43]2[CH:48]=[CH:47][CH:46]=[CH:45][CH:44]=2)[CH:38]=[CH:37][N:36]=1)(=O)=O.[OH2:49]>O1CCCC1>[C:1]([C:5]1[N:10]=[C:9]([N:11]2[CH2:12][CH2:13][N:14]([CH2:17][C@@H:18]([CH3:21])[CH2:19][O:20][C:35]3[N:40]=[C:39]([O:41][C:42](=[O:49])[C:43]4[CH:48]=[CH:47][CH:46]=[CH:45][CH:44]=4)[CH:38]=[CH:37][N:36]=3)[CH2:15][CH2:16]2)[CH:8]=[C:7]([CH:22]2[CH2:25][CH2:24][CH2:23]2)[N:6]=1)([CH3:2])([CH3:3])[CH3:4]. Procedure: 1.05 g of (R)-3-[4-(2-tert-Butyl-6-cyclobutyl-pyrimidin-4-yl)-piperazin-1-yl]-2-methyl-propan-1-ol (3.02 mmol) were dissolved in 8 ml of tetrahydrofuran. At 0° C., 1.71 ml (3.37 mmol) of n-butyllithium (2 M in pentane) were added within 15 minutes. 0.85 g of 2-methylsulfonyl-4-benzyloxy-pyrimidine (3.21 mmol), dissolved in 5 ml of tetrahydrofurane, were added. Stirring continued for 16 h at room temperature. By cooling with, 2 ml of water were added. The obtained mixture was poured into 15 ml of... Reactants: Cc1cccc(Nc2nnc(C3OCOCO3)c3ccccc23)c1, [Na+], [OH-], O=S(=O)(O)O. RXN SMILES: [CH3:1][c:2]1[cH:3][c:4]([NH:5][c:6]2[n:7][n:8][c:9]([CH:16]3[O:17][CH2:21][O:20][CH2:19][O:18]3)[c:10]3[cH:11][cH:12][cH:13][cH:14][c:15]23)[cH:22][cH:23][cH:24]1.[Na+:26].[OH-:25].[S:27](=[O:28])(=[O:29])([OH:30])[OH:31]>>[CH3:1][c:2]1[cH:3][c:4]([NH:5][c:6]2[n:7][n:8][c:9]([CH:16]=[O:17])[c:10]3[cH:11][cH:12][cH:13][cH:14][c:15]23)[cH:22][cH:23][cH:24]1. Yields the product Cc1cccc(Nc2nnc(C=O)c3ccccc23)c1. Starting materials: C1(CC1)C=1OCC(N1)C(=O)OC (methyl 2-cyclopropyl-4,5-dihydrooxazole-4-carboxylate), CuBr, C1=CC=CC=C1C(=O)OOC(C)(C)C (tert-butyl perbenzoate). The solvent is C1(=CC=CC=C1)C (toluene). Run at temperature 60 celsius, time 60 minute. The product is C1(CC1)C=1OC=C(N1)C(=O)OC (methyl 2-cyclopropyloxazole-4-carboxylate). The yield is 68.8%. Reaction SMILES: [CH:1]1([C:4]2[O:5][CH2:6][CH:7]([C:9]([O:11][CH3:12])=[O:10])[N:8]=2)[CH2:3][CH2:2]1.C1C(C(OOC(C)(C)C)=O)=CC=CC=1>C1(C)C=CC=CC=1>[CH:1]1([C:4]2[O:5][CH:6]=[C:7]([C:9]([O:11][CH3:12])=[O:10])[N:8]=2)[CH2:2][CH2:3]1. Reported procedure: Into a 10000-mL 3-necked round-bottom flask were placed methyl 2-cyclopropyl-4,5-dihydrooxazole-4-carboxylate (294 g, 1.74 mol, 1.00 equiv.), CuBr (274 g, 1.92 mol, 1.10 equiv.) and toluene (3000 mL). This was followed by the addition of tert-butyl perbenzoate (506 g, 2.61 mol, 1.50 equiv.) dropwise with stirring at 60° C. over 60 minutes. The resulting solution was stirred overnight at 80° C. in an oil bath. The reaction mixture was cooled to room temperature, then quenched by the addition of 2...